Dataset: the Open Reaction Database (ORD), a public repository of structured organic reaction records. Task: describe an organic reaction: reactants, conditions, products, and yield Starting materials: FC=1C=C(C=CC1)C=1N=C(SC1C(=O)OC)C=1C(=NN2C1C=CC=C2)C (methyl 4-(3-fluorophenyl)-2-(2-methylpyrazolo[1,5-a]pyridin-3-yl)-1,3-thiazole-5-carboxylate), O1CCCC1 (tetrahydrofuran), Cl (hydrochloric acid), [OH-].[Na+] (sodium hydroxide). Run in CO (methanol). Reaction conditions: temperature 70 celsius, time 1 hour. The product is FC=1C=C(C=CC1)C=1N=C(SC1C(=O)O)C=1C(=NN2C1C=CC=C2)C (4-(3-fluorophenyl)-2-(2-methylpyrazolo[1,5-a]pyridin-3-yl)-1,3-thiazole-5-carboxylic acid). Isolated yield 110.1%. As a reaction SMILES: [F:1][C:2]1[CH:3]=[C:4]([C:8]2[N:9]=[C:10]([C:17]3[C:18]([CH3:26])=[N:19][N:20]4[CH:25]=[CH:24][CH:23]=[CH:22][C:21]=34)[S:11][C:12]=2[C:13]([O:15]C)=[O:14])[CH:5]=[CH:6][CH:7]=1.O1CCCC1.[OH-].[Na+].Cl>CO>[F:1][C:2]1[CH:3]=[C:4]([C:8]2[N:9]=[C:10]([C:17]3[C:18]([CH3:26])=[N:19][N:20]4[CH:25]=[CH:24][CH:23]=[CH:22][C:21]=34)[S:11][C:12]=2[C:13]([OH:15])=[O:14])[CH:5]=[CH:6][CH:7]=1 |f:2.3|. Procedure: To a solution of methyl 4-(3-fluorophenyl)-2-(2-methylpyrazolo[1,5-a]pyridin-3-yl)-1,3-thiazole-5-carboxylate (120 mg; 0.27 mmol) purified above in methanol (15 mL) and tetrahydrofuran (25 mL) was added 8N aqueous sodium hydroxide solution (6 mL), and the mixture was stirred at 70° C. for 1 hr. The reaction solution was cooled to 0° C., 6N hydrochloric acid was added to adjust the solution to about pH 3.0, and the reaction solution was extracted with ethyl acetate (100 mL×2). The collected organ... The reactants are C1(CC1)N(C/C=C/C(=O)O)C ((E)-4-(cyclopropyl(methyl)amino)but-2-enoic acid), CN(C)C=O (DMF), C(C(=O)Cl)(=O)Cl (oxalyl chloride). Solvent: C(Cl)Cl (DCM). Reaction conditions: time 4 hour. Product: C1(CC1)N(C/C=C/C(=O)Cl)C ((E)-4-(cyclopropyl(methyl)amino)but-2-enoyl chloride). As a reaction SMILES: [CH:1]1([N:4]([CH3:11])[CH2:5]/[CH:6]=[CH:7]/[C:8](O)=[O:9])[CH2:3][CH2:2]1.CN(C=O)C.C(Cl)(=O)C([Cl:20])=O>C(Cl)Cl>[CH:1]1([N:4]([CH3:11])[CH2:5]/[CH:6]=[CH:7]/[C:8]([Cl:20])=[O:9])[CH2:3][CH2:2]1. Reported procedure: To a solution of (E)-4-(cyclopropyl(methyl)amino)but-2-enoic acid (2.00 g, 12.9 mmol) in DCM (60 mL) was added DMF (0.2 mL) and oxalyl chloride (4.42 mL, 51.6 mmol). The mixture was stirred at RT for 4 h and concentrated in vacuo to dryness to afford (E)-4-(cyclopropyl(methyl)amino)but-2-enoyl chloride. In a similar manner as described in Example 70, (R,E)-3-(1-(4-(cyclopropyl(methyl)amino)but-2-enoyl)pyrrolidin-3-ylamino)-5-(4-(morpholine-4-carbonyl)phenylamino)-1,2,4-triazine-6-carboxamide (85... The reactants are CO, ClCCl, O=C(O)c1ccc(Oc2ccc(F)cc2)cc1, NC1CN2CCC1CC2, O=P(Cl)(Oc1ccccc1)Oc1ccccc1. Product: O=C(NC1CN2CCC1CC2)c1ccc(Oc2ccc(F)cc2)cc1. As a reaction SMILES: [CH3:44][OH:45].[Cl:46][CH2:47][Cl:48].[F:1][c:2]1[cH:3][cH:4][c:5]([O:6][c:7]2[cH:8][cH:9][c:10]([C:11](=[O:12])[OH:13])[cH:14][cH:15]2)[cH:16][cH:17]1.[NH2:35][CH:36]1[CH2:37][N:38]2[CH2:39][CH2:40][CH:41]1[CH2:42][CH2:43]2.[c:18]1([O:19][P:20]([Cl:21])([O:22][c:23]2[cH:24][cH:25][cH:26][cH:27][cH:28]2)=[O:29])[cH:30][cH:31][cH:32][cH:33][cH:34]1>>[F:1][c:2]1[cH:3][cH:4][c:5]([O:6][c:7]2[cH:8][cH:9][c:10]([C:11](=[O:13])[NH:35][CH:36]3[CH2:37][N:38]4[CH2:39][CH2:40][CH:41]3[CH2:42][CH2:43]4)[cH:14][cH:15]2)[cH:16][cH:17]1. The reactants are CCCCCC12CCC(Br)(CC1)CC2, [Cl-], [Cl-], [Cl-], ClCCl, Cl, [Fe+3], O=[N+]([O-])c1ccccc1, O=C1CCC(c2ccccc2)CC1. Yields the product CCCCCC12CCC(c3ccc(C4CCC(=O)CC4)cc3)(CC1)CC2. RXN SMILES: [Br:1][C:2]12[CH2:3][CH2:4][C:5]([CH2:10][CH2:11][CH2:12][CH2:13][CH3:14])([CH2:6][CH2:7]1)[CH2:8][CH2:9]2.[Cl-:41].[Cl-:43].[Cl-:44].[Cl:38][CH2:39][Cl:40].[ClH:28].[Fe+3:42].[O-:29][N+:30]([c:31]1[cH:32][cH:33][cH:34][cH:35][cH:36]1)=[O:37].[c:15]1([CH:21]2[CH2:22][CH2:23][C:24](=[O:27])[CH2:25][CH2:26]2)[cH:16][cH:17][cH:18][cH:19][cH:20]1>>[C:2]12([c:18]3[cH:17][cH:16][c:15]([CH:21]4[CH2:22][CH2:23][C:24](=[O:27])[CH2:25][CH2:26]4)[cH:20][cH:19]3)[CH2:3][CH2:4][C:5]([CH2:10][CH2:11][CH2:12][CH2:13][CH3:14])([CH2:6][CH2:7]1)[CH2:8][CH2:9]2. Reactants: Compound 71, N[C@@H]1[C@@H](N(CCC1)C(=O)OC(C)(C)C)C1=CC=CC=C1 ((2S,3S)-3-Amino-1-tert-butoxycarbonyl-2-phenylpiperidine), C(C)(C)(C)OC(=O)N1[C@H]([C@H](CCC1)NCC1=C(C=CC(=C1)C(C)C#N)OC)C1=CC=CC=C1 ((2S,3S)-1-tert-Butoxycarbonyl-3-(5-(1-cyanoethyl)-2-methoxybenzyl)amino-2-phenylpiperidine). Product: C(C)(C)(C)OC(=O)N1[C@H]([C@H](CCC1)NCC1=C(C=CC(=C1)CC#N)OC)C1=CC=CC=C1 ((2S,3S)-1-tert-Butoxycarbonyl-3-(5-cyanomethyl-2-methoxybenzyl)amino-2-phenylpiperidine). RXN SMILES: N[C@H]1CCCN(C(OC(C)(C)C)=O)[C@H]1C1C=CC=CC=1.[C:21]([O:25][C:26]([N:28]1[CH2:33][CH2:32][CH2:31][C@H:30]([NH:34][CH2:35][C:36]2[CH:41]=[C:40]([CH:42]([C:44]#[N:45])C)[CH:39]=[CH:38][C:37]=2[O:46][CH3:47])[C@@H:29]1[C:48]1[CH:53]=[CH:52][CH:51]=[CH:50][CH:49]=1)=[O:27])([CH3:24])([CH3:23])[CH3:22]>>[C:21]([O:25][C:26]([N:28]1[CH2:33][CH2:32][CH2:31][C@H:30]([NH:34][CH2:35][C:36]2[CH:41]=[C:40]([CH2:42][C:44]#[N:45])[CH:39]=[CH:38][C:37]=2[O:46][CH3:47])[C@@H:29]1[C:48]1[CH:49]=[CH:50][CH:51]=[CH:52][CH:53]=1)=[O:27])([CH3:24])([CH3:22])[CH3:23]. Procedure details: This compound was prepared from Compound 71 and Compound 17 in the same manner of Compound 18. Reactants: COc1cccc2cc(C(O)C3CC3)oc12, [H-], CI, [Na+], C1CCOC1. Yields the product COc1cccc2cc(C(OC)C3CC3)oc12. RXN SMILES: [CH:3]1([CH:6]([OH:7])[c:8]2[o:9][c:10]3[c:11]([cH:12]2)[cH:13][cH:14][cH:15][c:16]3[O:17][CH3:18])[CH2:4][CH2:5]1.[H-:1].[I:19][CH3:20].[Na+:2].[O:21]1[CH2:22][CH2:23][CH2:24][CH2:25]1>>[CH:3]1([CH:6]([O:7][CH3:20])[c:8]2[o:9][c:10]3[c:11]([cH:12]2)[cH:13][cH:14][cH:15][c:16]3[O:17][CH3:18])[CH2:4][CH2:5]1. Reactants: Fc1ccc(Br)cc1, CCN(CC)CCCCOc1ccc2[nH]ccc2c1, CS(C)=O, [F-], [K+], C1COCCOCCOCCOCCOCCO1. As a reaction SMILES: [Br:20][c:21]1[cH:22][cH:23][c:24]([F:27])[cH:25][cH:26]1.[CH2:1]([CH3:2])[N:3]([CH2:4][CH2:5][CH2:6][CH2:7][O:8][c:9]1[cH:10][c:11]2[cH:12][cH:13][nH:14][c:15]2[cH:16][cH:17]1)[CH2:18][CH3:19].[CH3:48][S:49]([CH3:50])=[O:51].[F-:46].[K+:47].[O:28]1[CH2:29][CH2:30][O:31][CH2:32][CH2:33][O:34][CH2:35][CH2:36][O:37][CH2:38][CH2:39][O:40][CH2:41][CH2:42][O:43][CH2:44][CH2:45]1>>[CH2:1]([CH3:2])[N:3]([CH2:4][CH2:5][CH2:6][CH2:7][O:8][c:9]1[cH:10][c:11]2[cH:12][cH:13][n:14](-[c:24]3[cH:23][cH:22][c:21]([Br:20])[cH:26][cH:25]3)[c:15]2[cH:16][cH:17]1)[CH2:18][CH3:19]. Product: CCN(CC)CCCCOc1ccc2c(ccn2-c2ccc(Br)cc2)c1. The reactants are C1COCCN1, C1COCCO1, Cc1ccc(-c2cc3nc(Cl)cc(Cl)n3n2)cc1, O. Yields the product Cc1ccc(-c2cc3nc(Cl)cc(N4CCOCC4)n3n2)cc1. As a reaction SMILES: [CH2:19]1[CH2:20][O:21][CH2:22][CH2:23][NH:24]1.[CH2:25]1[O:26][CH2:27][CH2:28][O:29][CH2:30]1.[Cl:1][c:2]1[n:3][c:4]2[n:5]([c:6]([Cl:8])[cH:7]1)[n:9][c:10](-[c:12]1[cH:13][cH:14][c:15]([CH3:18])[cH:16][cH:17]1)[cH:11]2.[OH2:31]>>[Cl:1][c:2]1[n:3][c:4]2[n:5]([c:6]([N:24]3[CH2:19][CH2:20][O:21][CH2:22][CH2:23]3)[cH:7]1)[n:9][c:10](-[c:12]1[cH:13][cH:14][c:15]([CH3:18])[cH:16][cH:17]1)[cH:11]2. Starting materials: ClC1=CC=C2C(=C1)NC(C21C(NC(CC1C1=C(C=CC(=C1)Cl)OC(CO)(C)C)=O)C1=C(C=CC(=C1)F)C)=O (racemic (2′S,3S,4′R)-6-chloro-4′-[5-chloro-2-(2-hydroxy-1,1-dimethyl-ethoxy)phenyl]-2′-[5-fluoro-2-methylphenyl]spiro[3H-indole-3,3′-piperidine]-2,6′(1H)-dione), CCN=C=NCCCN(C)C.Cl (EDCl), C=1C=CC2=C(C1)N=NN2O (HOBt), CCN(C(C)C)C(C)C (DIPEA), NCCO (2-amino-ethanol). Solvent: C1CCOC1 (THF). Conditions: time 8 hour. Product: ClC1=CC=C2C(=C1)NC(C21C(NC(CC1C1=C(C=CC(=C1)Cl)OC(C)(C)C(NCCO)=O)=O)C1=C(C=CC(=C1)F)C)=O (Racemic (2′S,3S,4′R)-6-chloro-4′-{5-chloro-2-[1-(2-hydroxy-ethylcarbamoyl)-1-methyl-ethoxy]-phenyl}-2′-(5-fluoro-2-methyl-phenyl)-spiro[3H-indole-3,3′-piperidine]-2,6′(1H)-dione). The yield is 24.4%. RXN SMILES: [Cl:1][C:2]1[CH:7]=[C:6]2[NH:8][C:9](=[O:38])[C:10]3([CH:15]([C:16]4[CH:21]=[C:20]([Cl:22])[CH:19]=[CH:18][C:17]=4[O:23][C:24]([CH3:28])([CH3:27])[CH2:25][OH:26])[CH2:14][C:13](=[O:29])[NH:12][CH:11]3[C:30]3[CH:35]=[C:34]([F:36])[CH:33]=[CH:32][C:31]=3[CH3:37])[C:5]2=[CH:4][CH:3]=1.CCN=C=NCCCN(C)C.Cl.C1C=CC2N(O)N=NC=2C=1.CCN(C(C)C)C(C)C.[NH2:70][CH2:71][CH2:72][OH:73]>C1COCC1>[Cl:1][C:2]1[CH:7]=[C:6]2[NH:8][C:9](=[O:38])[C:10]3([CH:15]([C:16]4[CH:21]=[C:20]([Cl:22])[CH:19]=[CH:18][C:17]=4[O:23][C:24]([C:25](=[O:26])[NH:70][CH2:71][CH2:72][OH:73])([CH3:28])[CH3:27])[CH2:14][C:13](=[O:29])[NH:12][CH:11]3[C:30]3[CH:35]=[C:34]([F:36])[CH:33]=[CH:32][C:31]=3[CH3:37])[C:5]2=[CH:4][CH:3]=1 |f:1.2|. Procedure details: To a mixture of racemic (2′S,3S,4′R)-6-chloro-4′-[5-chloro-2-(2-hydroxy-1,1-dimethyl-ethoxy)phenyl]-2′-[5-fluoro-2-methylphenyl]spiro[3H-indole-3,3′-piperidine]-2,6′(1H)-dione (35 mg, 0.06 mmol), EDCl (18 mg, 0.094 mmol), HOBt (14 mg, 0.094 mmol) and DIPEA (23 mg, 0.2 mmol) in THF (1 mL) was added 2-amino-ethanol (11 mg, 0.18 mmol). The mixture was stirred at room temperature overnight, purified by prep-HPLC to give the title compound as a white solid (9 mg). Starting materials: C1(=CCCCC1)CCN=C=S (2-(1-cyclohexenyl)ethyl isothiocyanate), NC1=NC=CC(=C1)C(C)C (2-amino-4-isopropylpyridine). Solvent: CN(C=O)C (N,N-dimethylformamide). The product is C1(=CCCCC1)CCNC(=S)NC1=NC=CC(=C1)C(C)C (N-(2-[1-cyclohexenyl]ethyl)-N'-[(4-isopropyl)pyridinyl]thiourea). The yield is 25.3%. Reaction SMILES: [C:1]1([CH2:7][CH2:8][N:9]=[C:10]=[S:11])[CH2:6][CH2:5][CH2:4][CH2:3][CH:2]=1.[NH2:12][C:13]1[CH:18]=[C:17]([CH:19]([CH3:21])[CH3:20])[CH:16]=[CH:15][N:14]=1>CN(C)C=O>[C:1]1([CH2:7][CH2:8][NH:9][C:10]([NH:12][C:13]2[CH:18]=[C:17]([CH:19]([CH3:21])[CH3:20])[CH:16]=[CH:15][N:14]=2)=[S:11])[CH2:6][CH2:5][CH2:4][CH2:3][CH:2]=1. Procedure: A solution of 2-(1-cyclohexenyl)ethyl isothiocyanate (0.36 g, 2.2 mmol) and 2-amino-4-isopropylpyridine (0.36 g, 2.2 mmol) in N,N-dimethylformamide (20 mL) was heated at 100° C. for 96 h. The reaction was cooled to room temperature, solvents removed under reduced pressure, taken up in ethyl acetate, washed with 1N aqueous HCl. The organic layer was concentrated and the residue purified by HPLC (elution with hexanes-EtOAc) to afford 169 mg (5.6%) of the titled product: